Dataset: the Open Reaction Database (ORD), a public repository of structured organic reaction records. Task: describe an organic reaction: reactants, conditions, products, and yield Starting materials: [Cl-].[NH4+] (ammonium chloride), BrC1=CC=C(C(=O)OC)C=C1 (methyl 4-bromobenzoate), [N+](=O)([O-])CC (nitroethane), C(C)(C)(C)P(C1=C(C=CC=C1)C1=C(C=CC=C1)C)C(C)(C)C (2-(di-tert-butylphosphino)-2′-methylbiphenyl), C([O-])([O-])=O.[Cs+].[Cs+] (cesium carbonate). Reagents/catalysts: C=1C=CC(=CC1)/C=C/C(=O)/C=C/C2=CC=CC=C2.C=1C=CC(=CC1)/C=C/C(=O)/C=C/C2=CC=CC=C2.C=1C=CC(=CC1)/C=C/C(=O)/C=C/C2=CC=CC=C2.[Pd].[Pd] (tris(dibenzylideneacetone)dipalladium(0)). Run in COCCOC (1,2-dimethoxyethane). Run at temperature 60 celsius, time 18 hour. The product is [N+](=O)([O-])C(C)C1=CC=C(C(=O)OC)C=C1 (methyl 4-(1-nitroethyl)benzoate). Reaction SMILES: Br[C:2]1[CH:11]=[CH:10][C:5]([C:6]([O:8][CH3:9])=[O:7])=[CH:4][CH:3]=1.[N+:12]([CH2:15][CH3:16])([O-:14])=[O:13].C(P(C(C)(C)C)C1C=CC=CC=1C1C=CC=CC=1C)(C)(C)C.C(=O)([O-])[O-].[Cs+].[Cs+].[Cl-].[NH4+]>C1C=CC(/C=C/C(/C=C/C2C=CC=CC=2)=O)=CC=1.C1C=CC(/C=C/C(/C=C/C2C=CC=CC=2)=O)=CC=1.C1C=CC(/C=C/C(/C=C/C2C=CC=CC=2)=O)=CC=1.[Pd].[Pd].COCCOC>[N+:12]([CH:15]([C:2]1[CH:11]=[CH:10][C:5]([C:6]([O:8][CH3:9])=[O:7])=[CH:4][CH:3]=1)[CH3:16])([O-:14])=[O:13] |f:3.4.5,6.7,8.9.10.11.12|. Procedure details: A mixture of 2.0 g of methyl 4-bromobenzoate, 1.3 ml of nitroethane, 172 mg of tris(dibenzylideneacetone)dipalladium(0), 232 mg of 2-(di-tert-butylphosphino)-2′-methylbiphenyl, 3.33 g of cesium carbonate, and 44 ml of 1,2-dimethoxyethane (DME) was stirred at 60° C. for 18 hours. The reaction mixture was left to be cooled to room temperature, followed by adding a saturated aqueous ammonium chloride solution and extracting with ethyl acetate. The organic layer was washed with a saturated aqueous s... Reactants: O[C@H]1C=CC([C@H]([C@@H]1O)O)=O ((4S,5R,6S)-4,5,6-trihydroxy-2-cyclohexene-1-one), [H][H] (hydrogen). Yields the product O[C@@H]1C(CC[C@@H]([C@H]1O)O)=O ((2S,3R,4S)-2,3,4-trihydroxycyclohexane-1-one). Reaction SMILES: [OH:1][C@@H:2]1[C@@H:7]([OH:8])[C@H:6]([OH:9])[C:5](=[O:10])[CH:4]=[CH:3]1.[H][H]>>[OH:8][C@H:7]1[C@H:6]([OH:9])[C@@H:5]([OH:10])[CH2:4][CH2:3][C:2]1=[O:1]. Reported procedure: The method for producing catechol as described above, by reducing (4S,5R,6S)-4,5,6-trihydroxy-2-cyclohexene-1-one with hydrogen to produce (2S,3R,4S)-2,3,4-trihydroxycyclohexane-1-one represented by the following formula (3), and dehydrating the (2S,3R,4S)-2,3,4-trihydroxycyclohexane-1-one. Procedure: Prepared from 2-benzyloxycarbonylamino-2-methyl-N-[2,3,4,5-tetrahydro-2-oxo-1-[[2'-(aminomethyl)[1,1'-biphenyl]-4-yl]-methyl]-1H-benzazepin-3(R)-yl]propanamide, trifluoroacetate (Example 36, Step A) and trimefflylsilyl isocyanate according to the procedure described in Example 37, Step A. 1H NMR (200 MHz, CD3OD): δ 1.40 (s, 6H), 1.82 (m, 1H), 2.15-2.60 (m, 3H), 4.12 (s, 2H), 4.32 (m, 1H), 4.85 (d, 15 Hz, 1H), 5.00 (s, 2H), 5.32 (d, 15 Hz, 1H), 7.05-7.43 (m, 17H). FAB-MS: calculated for C37H39N5O... The product is C(C1=CC=CC=C1)OC(=O)NC(C(=O)N[C@H]1C(N(C2=C(CC1)C=CC=C2)CC2=CC=C(C=C2)C2=C(C=CC=C2)CNC(=O)N)=O)(C)C (2-Benzyloxycarbonylamino-2-methyl-N-[2,3,4,5-tetrahydro-1-[[2'-[[(aminocarbonyl)amino]methyl][1,1'-biphenyl]-4-yl]methyl]-2-oxo-1H-benzazepin-3(R)-yl]-propanamide). RXN SMILES: [CH2:1]([O:8][C:9]([NH:11][C:12]([CH3:44])([CH3:43])[C:13]([NH:15][C@@H:16]1[CH2:22][CH2:21][C:20]2[CH:23]=[CH:24][CH:25]=[CH:26][C:19]=2[N:18]([CH2:27][C:28]2[CH:33]=[CH:32][C:31]([C:34]3[CH:39]=[CH:38][CH:37]=[CH:36][C:35]=3[CH2:40][NH2:41])=[CH:30][CH:29]=2)[C:17]1=[O:42])=[O:14])=[O:10])[C:2]1[CH:7]=[CH:6][CH:5]=[CH:4][CH:3]=1.FC(F)(F)C([O-])=O.[N-:52]=[C:53]=[O:54]>>[CH2:1]([O:8][C:9]([NH:11][C:12]([CH3:44])([CH3:43])[C:13]([NH:15][C@@H:16]1[CH2:22][CH2:21][C:20]2[CH:23]=[CH:24][CH:25]=[CH:26][C:19]=2[N:18]([CH2:27][C:28]2[CH:29]=[CH:30][C:31]([C:34]3[CH:39]=[CH:38][CH:37]=[CH:36][C:35]=3[CH2:40][NH:41][C:53]([NH2:52])=[O:54])=[CH:32][CH:33]=2)[C:17]1=[O:42])=[O:14])=[O:10])[C:2]1[CH:7]=[CH:6][CH:5]=[CH:4][CH:3]=1. Reactants: C(C1=CC=CC=C1)OC(=O)NC(C(=O)N[C@H]1C(N(C2=C(CC1)C=CC=C2)CC2=CC=C(C=C2)C2=C(C=CC=C2)CN)=O)(C)C (2-benzyloxycarbonylamino-2-methyl-N-[2,3,4,5-tetrahydro-2-oxo-1-[[2'-(aminomethyl)[1,1'-biphenyl]-4-yl]-methyl]-1H-benzazepin-3(R)-yl]propanamide), FC(C(=O)[O-])(F)F (trifluoroacetate), [N-]=C=O (isocyanate), C37H39N5O5. Reactants: XTerra®PrepMS C8, NH4OAc, C(C)N(CC)CC=1C=CC(=NC1)C1=C(NC2=CC=C(C=C12)C(=O)OC)O (methyl 3-{5-[(diethylamino)methyl]pyridin-2-yl}-2-hydroxy-1H-indole-5-carboxylate), Cl.NCCS(=O)(=O)C ((2-aminoethyl)methylsulfone hydrochloride). The solvent is C(C)#N (acetonitrile). Product: Cl.CS(=O)(=O)CCNC(=O)C=1C=C2C(=C(NC2=CC1)O)C1=NC=C(C=C1)CN(CC)CC (3-(5-Diethylaminomethyl-pyridin-2-yl)-2-hydroxy-1H-indole-5-carboxylic acid (2-methanesulfonyl-ethyl)-amide hydrochloride), solid. Yield: 34.0%. RXN SMILES: [CH2:1]([N:3]([CH2:6][C:7]1[CH:8]=[CH:9][C:10]([C:13]2[C:21]3[C:16](=[CH:17][CH:18]=[C:19]([C:22]([O:24]C)=O)[CH:20]=3)[NH:15][C:14]=2[OH:26])=[N:11][CH:12]=1)[CH2:4][CH3:5])[CH3:2].[ClH:27].[NH2:28][CH2:29][CH2:30][S:31]([CH3:34])(=[O:33])=[O:32]>C(#N)C>[ClH:27].[CH3:34][S:31]([CH2:30][CH2:29][NH:28][C:22]([C:19]1[CH:20]=[C:21]2[C:16](=[CH:17][CH:18]=1)[NH:15][C:14]([OH:26])=[C:13]2[C:10]1[CH:9]=[CH:8][C:7]([CH2:6][N:3]([CH2:1][CH3:2])[CH2:4][CH3:5])=[CH:12][N:11]=1)=[O:24])(=[O:33])=[O:32] |f:1.2,4.5|. Procedure: The title compound was prepared as described for Example 67 using methyl 3-{5-[(diethylamino)methyl]pyridin-2-yl}-2-hydroxy-1H-indole-5-carboxylate (0.071 g, 0.2 mmol) and (2-aminoethyl)methylsulfone hydrochloride (0.080 g, 0.5 mmol) as starting materials. The base was obtained after preparative HPLC purification (XTerra®PrepMS C8 columns 10 μm, 19×300 mm; 0.1 M NH4OAc buffer/acetonitrile, from 90:10 to 40:60, as eluent gradient) as an orange yellow solid (0.030 g, 34% yield), which was transfor...